Dataset: the Open Reaction Database (ORD), a public repository of structured organic reaction records. Task: describe an organic reaction: reactants, conditions, products, and yield Reactants: C(#N)CCCC(=O)N1C(CN(CC1)C1=NC=C(C#N)C=C1)C (6-(4-(4-cyanobutanoyl)-3-methylpiperazin-1-yl)nicotinonitrile), Cl.NO (Hydroxylamine hydrochloride), C([O-])([O-])=O.[Na+].[Na+] (sodium carbonate). The reagents and catalysts are OC=1C=CC=C2C=CC=NC12 (8-Hydroxyquinoline). Solvent: C(C)O (ethanol), O (water), O (water). The product is C(#N)C=1C=CC(=NC1)N1CC(N(CC1)C(CCCC(N)=NO)=O)C (5-(4-(5-cyanopyridin-2-yl)-2-methylpiperazin-1-yl)-N′-hydroxy-5-oxopentanimidamide). Yield: 40.0%. RXN SMILES: [C:1]([CH2:3][CH2:4][CH2:5][C:6]([N:8]1[CH2:13][CH2:12][N:11]([C:14]2[CH:21]=[CH:20][C:17]([C:18]#[N:19])=[CH:16][N:15]=2)[CH2:10][CH:9]1[CH3:22])=[O:7])#[N:2].Cl.[NH2:24][OH:25].C(=O)([O-])[O-].[Na+].[Na+]>C(O)C.O.OC1C=CC=C2C=1N=CC=C2>[C:18]([C:17]1[CH:20]=[CH:21][C:14]([N:11]2[CH2:12][CH2:13][N:8]([C:6](=[O:7])[CH2:5][CH2:4][CH2:3][C:1](=[N:24][OH:25])[NH2:2])[CH:9]([CH3:22])[CH2:10]2)=[N:15][CH:16]=1)#[N:19] |f:1.2,3.4.5|. Procedure details: 8-Hydroxyquinoline (14 mg) was added to a solution of 6-(4-(4-cyanobutanoyl)-3-methylpiperazin-1-yl)nicotinonitrile (0.9 g, 3.03 mmol) in ethanol (25 mL). Hydroxylamine hydrochloride (440 mg, 6.36 mmol) in water (4 mL), followed by sodium carbonate (510 mg, 4.81 mmol) in water (3 mL), were added to this solution and the reaction mixture was heated to reflux for 3 h. Ethanol was then removed under reduced pressure, and the product was extracted with EtOAc. The combined extracts were dried over an... Starting materials: O=C([O-])[O-], CN(C)C(=O)Cl, [K+], [K+], CN(C)C=O, Cc1cccc2nc(SCc3ccc(C(=O)c4ccc(O)cc4)cc3)n(C)c(=O)c12. Yields the product Cc1cccc2nc(SCc3ccc(C(=O)c4ccc(OC(=O)N(C)C)cc4)cc3)n(C)c(=O)c12. As a reaction SMILES: [C:37](=[O:38])([O-:39])[O-:40].[CH3:31][N:32]([C:33](=[O:34])[Cl:35])[CH3:36].[K+:41].[K+:42].[O:43]=[CH:44][N:45]([CH3:46])[CH3:47].[OH:1][c:2]1[cH:3][cH:4][c:5]([C:6](=[O:7])[c:8]2[cH:9][cH:10][c:11]([CH2:12][S:13][c:14]3[n:15][c:16]4[cH:17][cH:18][cH:19][c:20]([CH3:26])[c:21]4[c:22](=[O:25])[n:23]3[CH3:24])[cH:27][cH:28]2)[cH:29][cH:30]1>>[O:1]([c:2]1[cH:3][cH:4][c:5]([C:6](=[O:7])[c:8]2[cH:9][cH:10][c:11]([CH2:12][S:13][c:14]3[n:15][c:16]4[cH:17][cH:18][cH:19][c:20]([CH3:26])[c:21]4[c:22](=[O:25])[n:23]3[CH3:24])[cH:27][cH:28]2)[cH:29][cH:30]1)[C:33]([N:32]([CH3:31])[CH3:36])=[O:34]. Starting materials: CC(=O)[O-], CC(=O)O, O=C1Nc2ccc3ccccc3c2CCC1(Cl)Cl, [Na+]. Yields the product O=C1Nc2ccc3ccccc3c2CCC1Cl. Reaction SMILES: [CH3:20][C:21](=[O:22])[O-:23].[CH3:24][C:25](=[O:26])[OH:27].[Cl:1][C:2]1([Cl:18])[CH2:3][CH2:4][c:5]2[c:6]([cH:10][cH:11][c:12]3[cH:13][cH:14][cH:15][cH:16][c:17]23)[NH:7][C:8]1=[O:9].[Na+:19]>>[Cl:1][CH:2]1[CH2:3][CH2:4][c:5]2[c:6]([cH:10][cH:11][c:12]3[cH:13][cH:14][cH:15][cH:16][c:17]23)[NH:7][C:8]1=[O:9]. Reactants: N1N=CC(=C1)C1=CC2=C(C=3N=C(SC3CCO2)C(=O)O)C=C1 (8-(1H-Pyrazol-4-yl)-4,5-dihydro-6-oxa-3-thia-1-aza-benzo[e]azulene-2-carboxylic acid), N1(CCNCC1)C(C)=O (1-(piperazin-1-yl)ethanone). Product: N1N=CC(=C1)C1=CC2=C(C=3N=C(SC3CCO2)C(=O)N2CCN(CC2)C(C)=O)C=C1 (1-{4-[8-(1H-Pyrazol-4-yl)-4,5-dihydro-6-oxa-3-thia-1-aza-benzo[e]azulene-2-carbonyl]-piperazin-1-yl}-ethanone). As a reaction SMILES: [NH:1]1[CH:5]=[C:4]([C:6]2[CH:22]=[CH:21][C:9]3[C:10]4[N:11]=[C:12]([C:18]([OH:20])=O)[S:13][C:14]=4[CH2:15][CH2:16][O:17][C:8]=3[CH:7]=2)[CH:3]=[N:2]1.[N:23]1([C:29](=[O:31])[CH3:30])[CH2:28][CH2:27][NH:26][CH2:25][CH2:24]1>>[NH:2]1[CH:3]=[C:4]([C:6]2[CH:22]=[CH:21][C:9]3[C:10]4[N:11]=[C:12]([C:18]([N:26]5[CH2:27][CH2:28][N:23]([C:29](=[O:31])[CH3:30])[CH2:24][CH2:25]5)=[O:20])[S:13][C:14]=4[CH2:15][CH2:16][O:17][C:8]=3[CH:7]=2)[CH:5]=[N:1]1. Reported procedure: Following the procedure for 103, 8-(1H-Pyrazol-4-yl)-4,5-dihydro-6-oxa-3-thia-1-aza-benzo[e]azulene-2-carboxylic acid (50.0 mg, 0.2 mmol) was reacted with 1-(piperazin-1-yl)ethanone (1.2 equiv) to give 179 (13.5 mg, M+1 424.1) Isolated yield 26.0%. Product: C1(CCCCC1)N1C(=NC2=C1C=CC(=C2)CO)NC2=NNC1=CC=C(C=C21)C2=CC(=CC=C2)COC ({1-Cyclohexyl-2-[5-(3-methoxymethyl-phenyl)-1H-indazol-3-ylamino]-1H-benzoimidazol-5-yl}-methanol). Run at time 8 hour. RXN SMILES: [CH:1]1([N:7]2[C:11]3[CH:12]=[CH:13][C:14]([CH2:16][OH:17])=[CH:15][C:10]=3[N:9]=[C:8]2[NH:18][C:19]2[C:27]3[C:22](=[CH:23][CH:24]=[C:25]([C:28]4[CH:33]=[CH:32][CH:31]=[C:30]([CH2:34][O:35][CH3:36])[CH:29]=4)[CH:26]=3)[N:21](COCC[Si](C)(C)C)[N:20]=2)[CH2:6][CH2:5][CH2:4][CH2:3][CH2:2]1.Cl>C(O)C>[CH:1]1([N:7]2[C:11]3[CH:12]=[CH:13][C:14]([CH2:16][OH:17])=[CH:15][C:10]=3[N:9]=[C:8]2[NH:18][C:19]2[C:27]3[C:22](=[CH:23][CH:24]=[C:25]([C:28]4[CH:33]=[CH:32][CH:31]=[C:30]([CH2:34][O:35][CH3:36])[CH:29]=4)[CH:26]=3)[NH:21][N:20]=2)[CH2:2][CH2:3][CH2:4][CH2:5][CH2:6]1. The reactants are C1(CCCCC1)N1C(=NC2=C1C=CC(=C2)CO)NC2=NN(C1=CC=C(C=C21)C2=CC(=CC=C2)COC)COCC[Si](C)(C)C ({1-cyclohexyl-2-[5-(3-methoxymethyl-phenyl)-1-(2-trimethylsilanyl-ethoxymethyl)-1H-indazol-3-ylamino]-1H-benzoimidazol-5-yl}-methanol), Cl (HCl). The solvent is C(C)O (ethanol). Procedure details: In a 20 mL vial with septum cover was added {1-cyclohexyl-2-[5-(3-methoxymethyl-phenyl)-1-(2-trimethylsilanyl-ethoxymethyl)-1H-indazol-3-ylamino]-1H-benzoimidazol-5-yl}-methanol (58 mg, 0.000095 mol), ethanol (6.0 mL) and HCl (2.0 mL, 0.065 M). The mixture was refluxed for 1.5 hr. The mixture was concentrated and the residue dissolved in approx 1.5 mL of DMSO and purified by HPLC. The product fractions were lyopholized overnight to give 11.9 mg of the title compound as an off white solid. Starting materials: O.C(C=O)(=O)O (glyoxylic acid monohydrate), N1CCCC1 (pyrrolidine), S1C=C(C=C1)B(O)O (Thiophene-3-boronic acid). The solvent is C(Cl)Cl (DCM). Conditions: time 24 hour. Yields the product N1(CCCC1)C(C(=O)O)C1=CSC=C1 (2-(Pyrrolidin-1-yl)-2-(thiophen-3-yl)acetic acid). Isolated yield 93.4%. Reaction SMILES: O.[C:2]([OH:6])(=[O:5])[CH:3]=O.[NH:7]1[CH2:11][CH2:10][CH2:9][CH2:8]1.[S:12]1[CH:16]=[CH:15][C:14](B(O)O)=[CH:13]1>C(Cl)Cl>[N:7]1([CH:3]([C:14]2[CH:15]=[CH:16][S:12][CH:13]=2)[C:2]([OH:6])=[O:5])[CH2:11][CH2:10][CH2:9][CH2:8]1 |f:0.1|. Reported procedure: A mixture of glyoxylic acid monohydrate (10.79 g, 0.11 mol) and pyrrolidine (9.69 mL, 0.11 mol) in DCM (375 mL) was sonicated for 15 minutes. Thiophene-3-boronic acid (15 g, 0.11 mol) was added and the mixture was stirred at rt for 24 h. The solid was filtered and washed with little DCM to gave 38 g crude product as crop-1. The mother liquor concentrated under reduced pressure to give an additional 4 g as crop-2. The combined crude product purified by Biotgae SNAP 100 g silica column (gradient 0...